Dataset: the Open Reaction Database (ORD), a public repository of structured organic reaction records. Task: describe an organic reaction: reactants, conditions, products, and yield Reactants: C(=O)(N1C=NC=C1)N1C=NC=C1 (carbonyldiimidazole), C(Cl)Cl (DCM), N12CC(C(CC1)CC2)O (3-quinuclidol). Run in ClCCCl (1,2-DCE). Yields the product N12CC(C(CC1)CC2)OC(=O)N2C=NC=C2 (imidazole-1-carboxylic acid 1-azabicyclo[2.2.2]oct-3-yl ester). As a reaction SMILES: [N:1]12[CH2:8][CH2:7][CH:4]([CH2:5][CH2:6]1)[CH:3]([OH:9])[CH2:2]2.[C:10](N1C=CN=C1)([N:12]1[CH:16]=[CH:15][N:14]=[CH:13]1)=[O:11].C(Cl)Cl>ClCCCl>[N:1]12[CH2:8][CH2:7][CH:4]([CH2:5][CH2:6]1)[CH:3]([O:9][C:10]([N:12]1[CH:16]=[CH:15][N:14]=[CH:13]1)=[O:11])[CH2:2]2. Reported procedure: According to Method C, 3-quinuclidol is first reacted with a carbonyldiimidazole (DCI) in an inert solvent (e.g. DCM, 1,2-DCE) at room temperature in order to obtain the corresponding imidazole-1-carboxylic acid 1-azabicyclo[2.2.2]oct-3-yl ester. Then, arylalkylamine (II) is metalated in an inert solvent (e.g. THF) using BuLi and the ester was added at a temperature ranging from 0° C. to room temperature. The reactants are C1(=CC=CC=C1)C1=C2C(=NN=C(C2=CC=C1)C=1C=NC=C(C(=O)OCC)C1)NCC1=NC=CC=C1 (ethyl 5-(5-phenyl-4-((pyridin-2-ylmethyl)amino)phthalazin-1-yl)nicotinate), [Li+].[OH-] (LiOH). The solvent is CCO (EtOH), C1CCOC1 (THF), O (water). Conditions: time 16 hour. Product: C1(=CC=CC=C1)C1=C2C(=NN=C(C2=CC=C1)C=1C=NC=C(C(=O)O)C1)NCC1=NC=CC=C1 (5-(5-phenyl-4-((pyridin-2-ylmethyl)amino)phthalazin-1-yl)nicotinic acid). The yield is 13.3%. RXN SMILES: [C:1]1([C:7]2[CH:16]=[CH:15][CH:14]=[C:13]3[C:8]=2[C:9]([NH:28][CH2:29][C:30]2[CH:35]=[CH:34][CH:33]=[CH:32][N:31]=2)=[N:10][N:11]=[C:12]3[C:17]2[CH:18]=[N:19][CH:20]=[C:21]([CH:27]=2)[C:22]([O:24]CC)=[O:23])[CH:6]=[CH:5][CH:4]=[CH:3][CH:2]=1.[Li+].[OH-]>CCO.C1COCC1.O>[C:1]1([C:7]2[CH:16]=[CH:15][CH:14]=[C:13]3[C:8]=2[C:9]([NH:28][CH2:29][C:30]2[CH:35]=[CH:34][CH:33]=[CH:32][N:31]=2)=[N:10][N:11]=[C:12]3[C:17]2[CH:18]=[N:19][CH:20]=[C:21]([CH:27]=2)[C:22]([OH:24])=[O:23])[CH:2]=[CH:3][CH:4]=[CH:5][CH:6]=1 |f:1.2|. Procedure details: To a solution of ethyl 5-(5-phenyl-4-((pyridin-2-ylmethyl)amino)phthalazin-1-yl)nicotinate (0.120 g, 0.260 mmol) in EtOH (6 mL) and THF (6 mL) was added LiOH (0.0620 g, 2.60 mmol) in water (3 mL) at room temperature. The reaction mixture was stirred at the same temperature for 16 h. Then the reaction mixture was concentrated under reduced pressure and the resulting residue was diluted with water (5 mL). The reaction mixture was extracted with EtOAc and the aqueous layer was separated. The aqueou... The reactants are C(#N)C=1C=C(COC=2C=C3N(C(N2)=O)CCN3C(=O)OC(C)(C)C)C=CC1OC1=CC(=NC=C1)C(F)(F)F (tert-butyl 7-((3-cyano-4-((2-(trifluoromethyl)pyridin-4-yl)oxy)benzyl)oxy)-5-oxo-2,3-dihydroimidazo[1,2-c]pyrimi-dine-1(5H)-carboxylate). Solvent: CN(C)C=O (DMF). Yields the product O=C1N=C(C=C2N1CCN2)OCC=2C=CC(=C(C#N)C2)OC2=CC(=NC=C2)C(F)(F)F (5-(((5-oxo-1,2,3,5-tetrahydroimidazo[1,2-c]pyrimidin-7-yl)oxy)methyl)-2-((2-(trifluoromethyl)pyridin-4-yl)oxy)benzonitrile). RXN SMILES: [C:1]([C:3]1[CH:4]=[C:5]([CH:25]=[CH:26][C:27]=1[O:28][C:29]1[CH:34]=[CH:33][N:32]=[C:31]([C:35]([F:38])([F:37])[F:36])[CH:30]=1)[CH2:6][O:7][C:8]1[CH:9]=[C:10]2[N:17](C(OC(C)(C)C)=O)[CH2:16][CH2:15][N:11]2[C:12](=[O:14])[N:13]=1)#[N:2]>CN(C=O)C>[O:14]=[C:12]1[N:11]2[CH2:15][CH2:16][NH:17][C:10]2=[CH:9][C:8]([O:7][CH2:6][C:5]2[CH:25]=[CH:26][C:27]([O:28][C:29]3[CH:34]=[CH:33][N:32]=[C:31]([C:35]([F:37])([F:38])[F:36])[CH:30]=3)=[C:3]([CH:4]=2)[C:1]#[N:2])=[N:13]1. Procedure: Prepared in a manner similar to that described for E71 tert-butyl 7-((3-cyano-4-((2-(trifluoromethyl)pyridin-4-yl)oxy)benzyl)oxy)-5-oxo-2,3-dihydroimidazo[1,2-c]pyrimi-dine-1(5H)-carboxylate (80 mg, 0.151 mmol) in DMF (2 mL) and silica gel. The solvent is C(Cl)Cl (DCM). Isolated yield 102.2%. Starting materials: BrC=1C(=NC(=CC1)C)Cl (3-bromo-2-chloro-6-methylpyridine), OO.NC(=O)N (urea hydrogen peroxide), FC(C(=O)OC(C(F)(F)F)=O)(F)F (trifluoroacetic anhydride). Procedure details: To a solution of 3-bromo-2-chloro-6-methylpyridine (1 g, 4.84 mmol) and urea hydrogen peroxide (911 mg, 9.69 mmol) in DCM (24 mL) at 0° C. was added trifluoroacetic anhydride (1.4 mL, 9.69 mmol). After warming to 25° C. over 12 h, the solution was partitioned between H2O-DCM. The aqueous phase was washed several times with DCM and the combined organic fractions were dried over Na2SO4, concentrated and purified via column chromatography (silica, 1% MeOH in DCM) yielding the title compound (1.1 g,... Conditions: temperature 25 celsius. As a reaction SMILES: [Br:1][C:2]1[C:3]([Cl:9])=[N:4][C:5]([CH3:8])=[CH:6][CH:7]=1.OO.NC(N)=[O:14].FC(F)(F)C(OC(=O)C(F)(F)F)=O>C(Cl)Cl>[Br:1][C:2]1[C:3]([Cl:9])=[N+:4]([O-:14])[C:5]([CH3:8])=[CH:6][CH:7]=1 |f:1.2|. Yields the product BrC=1C(=[N+](C(=CC1)C)[O-])Cl (3-bromo-2-chloro-6-methylpyridine N-oxide).